Dataset: the Open Reaction Database (ORD), a public repository of structured organic reaction records. Task: describe an organic reaction: reactants, conditions, products, and yield RXN SMILES: [Cl:36][CH2:37][Cl:38].[ClH:35].[NH:14]1[CH2:15][CH:16]([NH:18][C:19](=[O:20])[CH2:21][NH:22][C:23]([c:24]2[cH:25][c:26]([C:30]([F:31])([F:32])[F:33])[cH:27][cH:28][cH:29]2)=[O:34])[CH2:17]1.[OH:1][C:2]1([c:9]2[cH:10][n:11][cH:12][s:13]2)[CH2:3][CH2:4][C:5](=[O:8])[CH2:6][CH2:7]1>>[OH:1][C:2]1([c:9]2[cH:10][n:11][cH:12][s:13]2)[CH2:3][CH2:4][CH:5]([N:14]2[CH2:15][CH:16]([NH:18][C:19](=[O:20])[CH2:21][NH:22][C:23]([c:24]3[cH:25][c:26]([C:30]([F:31])([F:32])[F:33])[cH:27][cH:28][cH:29]3)=[O:34])[CH2:17]2)[CH2:6][CH2:7]1. Starting materials: ClCCl, Cl, O=C(CNC(=O)c1cccc(C(F)(F)F)c1)NC1CNC1, O=C1CCC(O)(c2cncs2)CC1. Yields the product O=C(CNC(=O)c1cccc(C(F)(F)F)c1)NC1CN(C2CCC(O)(c3cncs3)CC2)C1. The reactants are ClC=1C=C(C=CC1Cl)[C@H](CC=O)[C@H]1N(C(C2=CC=CC=C12)=O)CC ((3S)-3-(3,4-Dichlorophenyl)-3-[(1R)-2-ethyl-3-oxo-2,3-dihydro-1H-isoindol-1-yl]propionaldehyde), CS(=O)C1=C(C=CC=C1)C1CCNCC1 (4-(2-methylsulfinylphenyl)piperidine). The product is Cl.ClC=1C=C(C=CC1Cl)[C@H](CCN1CCC(CC1)C1=C(C=CC=C1)S(=O)C)[C@H]1N(C(C2=CC=CC=C12)=O)CC ((3R)-3-[(1S)-1-(3,4-Dichlorophenyl)-3-(4-(2-methylsulfinylphenyl)piperidino)propyl]-2-ethyl-2,3-dihydro-isoindol-1-one hydrochloride). The yield is 74.7%. As a reaction SMILES: [Cl:1][C:2]1[CH:3]=[C:4]([C@@H:9]([C@@H:13]2[C:21]3[C:16](=[CH:17][CH:18]=[CH:19][CH:20]=3)[C:15](=[O:22])[N:14]2[CH2:23][CH3:24])[CH2:10][CH:11]=O)[CH:5]=[CH:6][C:7]=1[Cl:8].[CH3:25][S:26]([C:28]1[CH:33]=[CH:32][CH:31]=[CH:30][C:29]=1[CH:34]1[CH2:39][CH2:38][NH:37][CH2:36][CH2:35]1)=[O:27]>>[ClH:1].[Cl:1][C:2]1[CH:3]=[C:4]([C@@H:9]([C@@H:13]2[C:21]3[C:16](=[CH:17][CH:18]=[CH:19][CH:20]=3)[C:15](=[O:22])[N:14]2[CH2:23][CH3:24])[CH2:10][CH2:11][N:37]2[CH2:38][CH2:39][CH:34]([C:29]3[CH:30]=[CH:31][CH:32]=[CH:33][C:28]=3[S:26]([CH3:25])=[O:27])[CH2:35][CH2:36]2)[CH:5]=[CH:6][C:7]=1[Cl:8] |f:2.3|. Procedure details: (3S)-3-(3,4-Dichlorophenyl)-3-[(1R)-2-ethyl-3-oxo-2,3-dihydro-1H-isoindol-1-yl]propionaldehyde (0.4 g) was coupled to 4-(2-methylsulfinylphenyl)piperidine (0.36 g) using a method similar to that described in Example 1, to afford the title compound (0.25 g); mp 120°-125° C. (d); MS: m/z=569(M+1); NMR (CDCl3): 1.20 (m,3), 2.69 (s,3), 4.88 (m,1), 6.59-7.9 (m,11). Analysis for C31 H34Cl2N2O2S.HCl.1.5 H2O: Calculated: C, 58.82; H, 6.05, N, 4.43; Found: C, 58.51; H, 6.07; N, 4.59. The reactants are COc1ccc(C(C#N)N2CCNCC2)cc1, CCOC(=O)N1CCN(C(C#N)c2ccc(OC)cc2)CC1, CO, CCOC(=O)Cl, c1ccccc1. The product is CCOC(=O)N1CCN(C(C#N)c2ccc(OC)cc2)CC1, Cl. Reaction SMILES: [C:1]([CH:2]([N:3]1[CH2:4][CH2:5][NH:6][CH2:7][CH2:8]1)[c:9]1[cH:10][cH:11][c:12]([O:13][CH3:14])[cH:15][cH:16]1)#[N:17].[C:26](#[N:27])[CH:28]([c:29]1[cH:30][cH:31][c:32]([O:35][CH3:36])[cH:33][cH:34]1)[N:37]1[CH2:38][CH2:39][N:40]([C:43](=[O:44])[O:45][CH2:46][CH3:47])[CH2:41][CH2:42]1.[CH3:18][OH:19].[Cl:20][C:21]([O:22][CH2:23][CH3:24])=[O:25].[cH:48]1[cH:49][cH:50][cH:51][cH:52][cH:53]1>>[C:26](#[N:27])[CH:28]([c:29]1[cH:30][cH:31][c:32]([O:35][CH3:36])[cH:33][cH:34]1)[N:37]1[CH2:38][CH2:39][N:40]([C:43](=[O:44])[O:45][CH2:46][CH3:47])[CH2:41][CH2:42]1.[ClH:20]. Reactants: BrC=1C=C2C(=NC=NC2=CC1)C(=O)OC (methyl 6-bromoquinazoline-4-carboxylate), O.NN (hydrazine monohydrate). Solvent: CO (methanol). Conditions: time 30 minute. The product is BrC=1C=C2C(=NC=NC2=CC1)C(=O)NN (6-Bromoquinazoline-4-carboxylic acid hydrazide). As a reaction SMILES: [Br:1][C:2]1[CH:3]=[C:4]2[C:9](=[CH:10][CH:11]=1)[N:8]=[CH:7][N:6]=[C:5]2[C:12]([O:14]C)=O.O.[NH2:17][NH2:18]>CO>[Br:1][C:2]1[CH:3]=[C:4]2[C:9](=[CH:10][CH:11]=1)[N:8]=[CH:7][N:6]=[C:5]2[C:12]([NH:17][NH2:18])=[O:14] |f:1.2|. Reported procedure: A mixture of 961 mg methyl 6-bromoquinazoline-4-carboxylate (compound in Production Example 413), 0.9 mL hydrazine monohydrate and 70 mL methanol was stirred at room temperature for 30 minutes, and the precipitated crystals were collected by filtration. The filtrate was evaporated to give additional crystals. The title compound, 838 mg in total, was obtained as pale yellow crystals. Reactants: CN1N=C(C=C1)C(=O)O (1-methyl-1H-pyrazole-3-carboxylic acid), CN(C=O)C (N,N-dimethylformamide), C(C(=O)Cl)(=O)Cl (oxalyl chloride), NC=1C=C(OC=2C=CC=3N(N2)C=C(N3)NC(=O)C3CC3)C=CC1F (N-[6-(3-amino-4-fluorophenoxy)imidazo[1,2-b]pyridazin-2-yl]cyclopropanecarboxamide), C(O)([O-])=O.[Na+] (sodium hydrogencarbonate). Run in O1CCCC1 (tetrahydrofuran), CN(C(C)=O)C (N,N-dimethylacetamide). Reaction conditions: time 30 minute. Product: C1(CC1)C(=O)NC=1N=C2N(N=C(C=C2)OC=2C=CC(=C(C2)NC(=O)C2=NN(C=C2)C)F)C1 (N-[5-({2-[(cyclopropylcarbonyl)amino]imidazo[1,2-b]pyridazin-6-yl}oxy)-2-fluorophenyl]-1-methyl-1H-pyrazole-3-carboxamide). The yield is 53.3%. Reaction SMILES: [CH3:1][N:2]1[CH:6]=[CH:5][C:4]([C:7]([OH:9])=O)=[N:3]1.CN(C)C=O.C(Cl)(=O)C(Cl)=O.[NH2:21][C:22]1[CH:23]=[C:24]([CH:41]=[CH:42][C:43]=1[F:44])[O:25][C:26]1[CH:27]=[CH:28][C:29]2[N:30]([CH:32]=[C:33]([NH:35][C:36]([CH:38]3[CH2:40][CH2:39]3)=[O:37])[N:34]=2)[N:31]=1.C(=O)([O-])O.[Na+]>O1CCCC1.CN(C)C(=O)C>[CH:38]1([C:36]([NH:35][C:33]2[N:34]=[C:29]3[CH:28]=[CH:27][C:26]([O:25][C:24]4[CH:41]=[CH:42][C:43]([F:44])=[C:22]([NH:21][C:7]([C:4]5[CH:5]=[CH:6][N:2]([CH3:1])[N:3]=5)=[O:9])[CH:23]=4)=[N:31][N:30]3[CH:32]=2)=[O:37])[CH2:39][CH2:40]1 |f:4.5|. Reported procedure: To a solution of 1-methyl-1H-pyrazole-3-carboxylic acid (115 mg, 0.92 mmol) in tetrahydrofuran (4.0 mL) were added N,N-dimethylformamide (20 μL, 0.26 mmol) and oxalyl chloride (80 μL, 0.92 mmol), and the mixture was stirred at room temperature for 30 min. The reaction mixture was added to a solution of N-[6-(3-amino-4-fluorophenoxy)imidazo[1,2-b]pyridazin-2-yl]cyclopropanecarboxamide (200 mg, 0.62 mmol) in N,N-dimethylacetamide (4.0 mL), and the mixture was stirred at room temperature for 2 hr. ... Reactants: C1(=CC=CC=C1)C (toluene), C(C)(=O)O (acetic acid), C(#N)C1=C(C=CC=C1)C1=CC=C(C=N1)CC(C(=O)OC)C(CCCC)=O (methyl 2-{[6-(2-cyanophenyl)pyridin-3-yl]methyl}-3-oxoheptanoate), C(C)(=O)[O-].[NH4+] (ammonium acetate). The product is C(C)(=O)N\C(=C(/C(=O)OC)\CC=1C=NC(=CC1)C1=C(C=CC=C1)C#N)\CCCC (methyl(Z)-3-acetamido-2-{[6-(2-cyanophenyl)pyridin-3-yl]methyl}-2-heptenoate). RXN SMILES: C1(C)C=CC=CC=1.[C:8]([OH:11])(=O)[CH3:9].[C:12]([C:14]1[CH:19]=[CH:18][CH:17]=[CH:16][C:15]=1[C:20]1[N:25]=[CH:24][C:23]([CH2:26][CH:27]([C:32](=O)[CH2:33][CH2:34][CH2:35][CH3:36])[C:28]([O:30][CH3:31])=[O:29])=[CH:22][CH:21]=1)#[N:13].C([O-])(=O)C.[NH4+:42]>CCCCCC.CC(C)=O>[C:8]([NH:42]/[C:32](/[CH2:33][CH2:34][CH2:35][CH3:36])=[C:27](/[CH2:26][C:23]1[CH:24]=[N:25][C:20]([C:15]2[CH:16]=[CH:17][CH:18]=[CH:19][C:14]=2[C:12]#[N:13])=[CH:21][CH:22]=1)\[C:28]([O:30][CH3:31])=[O:29])(=[O:11])[CH3:9] |f:3.4,5.6|. Isolated yield 25.0%. Reaction conditions: temperature 0 celsius, time 30 minute. Procedure: Process 2: A toluene (50 mL)-acetic acid (7 mL) solution of methyl 2-{[6-(2-cyanophenyl)pyridin-3-yl]methyl}-3-oxoheptanoate (3.50 g, 10.0 mmol) and ammonium acetate (23.2 g, 300 mmol) was refluxed for 1 hour under heating. The solvent was distilled off and the residues were added anhydrous acetic acid (51.2 g) and acetic acid (5.7 g) under room temperature, and the reaction solution was stirred at 0° C. for 30 minutes, and then stirred at 70° C. for 1.5 hours. The reaction solution was added aq... Run in CCCCCC.CC(=O)C (hexane acetone). The reactants are CCOC(=O)C1CCCC[NH2+]1, [Cl-], Fc1ccc2oc(Cl)nc2c1. As a reaction SMILES: [CH2:2]([CH3:3])[O:4][C:5](=[O:6])[CH:7]1[NH2+:8][CH2:9][CH2:10][CH2:11][CH2:12]1.[Cl-:1].[Cl:13][c:14]1[o:15][c:16]2[c:17]([n:18]1)[cH:19][c:20]([F:23])[cH:21][cH:22]2>>[CH2:2]([CH3:3])[O:4][C:5](=[O:6])[CH:7]1[N:8]([c:14]2[o:15][c:16]3[c:17]([n:18]2)[cH:19][c:20]([F:23])[cH:21][cH:22]3)[CH2:9][CH2:10][CH2:11][CH2:12]1. The product is CCOC(=O)C1CCCCN1c1nc2cc(F)ccc2o1.